Dataset: the Open Reaction Database (ORD), a public repository of structured organic reaction records. Task: describe an organic reaction: reactants, conditions, products, and yield Starting materials: O=C1N(C2CCCCC2)CCC12CCCN2Cc1ccc(Br)cc1, O=C([O-])[O-], C1COCCO1, CCNC(=O)c1ccc(B(O)O)cn1, CCO, ClCCl, [K+], [K+], O. The product is CCNC(=O)c1ccc(-c2ccc(CN3CCCC34CCN(C3CCCCC3)C4=O)cc2)cn1. Reaction SMILES: [Br:1][c:2]1[cH:3][cH:4][c:5]([CH2:6][N:7]2[CH2:8][CH2:9][CH2:10][C:11]23[C:12](=[O:22])[N:13]([CH:16]2[CH2:17][CH2:18][CH2:19][CH2:20][CH2:21]2)[CH2:14][CH2:15]3)[cH:23][cH:24]1.[C:51](=[O:52])([O-:53])[O-:54].[CH2:25]1[O:26][CH2:27][CH2:28][O:29][CH2:30]1.[CH2:34]([CH3:35])[NH:36][C:37](=[O:38])[c:39]1[cH:40][cH:41][c:42]([B:45]([OH:46])[OH:47])[cH:43][n:44]1.[CH3:31][CH2:32][OH:33].[Cl:48][CH2:49][Cl:50].[K+:55].[K+:56].[OH2:57]>>[c:2]1(-[c:42]2[cH:41][cH:40][c:39]([C:37]([NH:36][CH2:34][CH3:35])=[O:38])[n:44][cH:43]2)[cH:3][cH:4][c:5]([CH2:6][N:7]2[CH2:8][CH2:9][CH2:10][C:11]23[C:12](=[O:22])[N:13]([CH:16]2[CH2:17][CH2:18][CH2:19][CH2:20][CH2:21]2)[CH2:14][CH2:15]3)[cH:23][cH:24]1. Starting materials: C(CCC)[Li] (n-butyllithium), ClCI (chloroiodomethane), C1(=CC=CC=C1)CN(CC1=CC=CC=C1)C1=C(C=CC=C1)CCC=O ([Bis(phenylmethyl)amino]benzene-propanaldehyde), ClCI (chloroiodomethane), O1CCCC1 (tetrahydrofuran), crude product, ClCI (chloroiodomethane), ClCI (chloroiodomethane), C(CCC)[Li] (n-butyllithium), C(CCC)[Li] (n-butyllithium), CCCCCC (hexane), C(CCC)[Li] (n-butyllithium). Solvent: C(C)(=O)OCC.CCCCCC (ethyl acetate hexane). Conditions: temperature -32.5 celsius, time 10 minute. Yields the product C(C1=CC=CC=C1)N([C@H]([C@H]1CO1)CC1=CC=CC=C1)CC1=CC=CC=C1 (N,N-dibenzyl-3(S)-amino-1,2(S)-epoxy-4-phenylbutane). As a reaction SMILES: [C:1]1([CH2:7][N:8](C2C=CC=CC=2CCC=O)[CH2:9][C:10]2[CH:15]=[CH:14][CH:13]=[CH:12][CH:11]=2)[CH:6]=[CH:5][CH:4]=[CH:3][CH:2]=1.ClCI.C([Li])CCC.[CH3:34][CH2:35][CH2:36][CH2:37][CH2:38][CH3:39].[O:40]1[CH2:44][CH2:43][CH2:42][CH2:41]1>C(OCC)(=O)C.CCCCCC>[CH2:7]([N:8]([CH2:9][C:10]1[CH:15]=[CH:14][CH:13]=[CH:12][CH:11]=1)[C@@H:42]([CH2:41][C:36]1[CH:35]=[CH:34][CH:39]=[CH:38][CH:37]=1)[C@@H:43]1[O:40][CH2:44]1)[C:1]1[CH:6]=[CH:5][CH:4]=[CH:3][CH:2]=1 |f:5.6|. Reported procedure: A solution of aS-[Bis(phenylmethyl)amino]benzene-propanaldehyde (191.7 g, 0.58 mol) and chloroiodomethane (56.4 mL, 0.77 mol) in tetrahydrofuran (1.8 L) was cooled to -30 to -35° C. (colder temperature such as -70° C. also worked well but warmer temperatures are more readily achieved in large scale operations) in a stainless steel reactor under a nitrogen atmosphere. A solution of n-butyllithium in hexane (1.6 M, 365 mL, 0.58 mol) was then added at a rate that maintained the temperature below -2...